From a dataset of the Open Reaction Database (ORD), a public repository of structured organic reaction records. describe an organic reaction: reactants, conditions, products, and yield The reactants are [C-]#N.[K+] (KCN), C(C)C1=C(C(=CC=C1)CC)C=1C=C2C(=CN1)NC=C2 (5-(2,6-Diethyl-phenyl)-1H-pyrrolo[2,3-c]pyridine), C=O (formaldehyde), CNC (dimethylamine). Solvent: CCO (EtOH). Yields the product C(C)C1=C(C(=CC=C1)CC)C=1C=C2C(=CN1)NC=C2CC#N ([5-(2,6-diethyl-phenyl)-1H-pyrrolo[2,3-c]pyridin-3-yl]-acetonitrile). RXN SMILES: [CH2:1]([C:3]1[CH:8]=[CH:7][CH:6]=[C:5]([CH2:9][CH3:10])[C:4]=1[C:11]1[CH:12]=[C:13]2[CH:19]=[CH:18][NH:17][C:14]2=[CH:15][N:16]=1)[CH3:2].[CH2:20]=O.C[NH:23][CH3:24].[C-]#N.[K+]>CCO>[CH2:1]([C:3]1[CH:8]=[CH:7][CH:6]=[C:5]([CH2:9][CH3:10])[C:4]=1[C:11]1[CH:12]=[C:13]2[C:19]([CH2:20][C:24]#[N:23])=[CH:18][NH:17][C:14]2=[CH:15][N:16]=1)[CH3:2] |f:3.4|. Procedure details: A mixture of 5-(2,6-Diethyl-phenyl)-1H-pyrrolo[2,3-c]pyridine (1 g, 4.5 mmol), formaldehyde (37% solution in water, 1.4 mL, 18 mmol), dimethylamine (2 M solution in MeOH, 18 mL, 18 mmol) and EtOH (50 mL) is heated to reflux for 2.5 h. All volatiles are removed under reduced pressure. The residue is mixed with toluene, which is subsequently removed under reduced pressure. The residue is dissolved in DMF (15 mL), KCN (2.6 g, 40 mmol) is added and the mixture was refluxed for 2 h. DMF is removed un... Starting materials: CC(=O)C1=CC=C(C=C1)N (4-aminoacetophenone), [OH-].[Na+] (sodium hydroxide), solution, OCC(=O)C1=CC=CC=C1 (2-hydroxyacetophenone), N1=CC=C(C=C1)C=O (pyridine-4-carbaldehyde). Yields the product NC1=CC=C(C=C1)C(C=CC1=CC=NC=C1)=O (1-(4-aminophenyl) 3-(4-pyridyl) 2-propene-1-one). Isolated yield 98.2%. Reaction SMILES: [CH3:1][C:2]([C:4]1[CH:9]=[CH:8][C:7]([NH2:10])=[CH:6][CH:5]=1)=[O:3].OCC(C1C=CC=CC=1)=O.[N:21]1[CH:26]=[CH:25][C:24]([CH:27]=O)=[CH:23][CH:22]=1.[OH-].[Na+]>>[NH2:10][C:7]1[CH:8]=[CH:9][C:4]([C:2](=[O:3])[CH:1]=[CH:27][C:24]2[CH:25]=[CH:26][N:21]=[CH:22][CH:23]=2)=[CH:5][CH:6]=1 |f:3.4|. Procedure: The procedure is as in Example 11, starting from 1.35 g of 4-aminoacetophenone (instead of 24 g of 2-hydroxyacetophenone) and 2.14 g of pyridine-4-carbaldehyde instead of 21 g and using a 2.5 N aqueous sodium hydroxide solution instead of an 11 N solution. 2.2 g of 1-(4-aminophenyl) 3-(4-pyridyl) 2-propene-1-one which melts at 207° C. are obtained. The reactants are CCOC(=O)Oc1cc(C=Cc2nc3c(s2)NCCCC3)ccc1OC, CO, N. The product is COc1ccc(C=Cc2nc3c(s2)NCCCC3)cc1O. RXN SMILES: [CH2:1]([O:2][C:3](=[O:4])[O:6][c:7]1[cH:8][c:9]([CH:10]=[CH:11][c:12]2[s:13][c:14]3[c:20]([n:21]2)[CH2:19][CH2:18][CH2:17][CH2:16][NH:15]3)[cH:22][cH:23][c:24]1[O:25][CH3:26])[CH3:5].[CH3:28][OH:29].[NH3:27]>>[OH:6][c:7]1[cH:8][c:9]([CH:10]=[CH:11][c:12]2[s:13][c:14]3[c:20]([n:21]2)[CH2:19][CH2:18][CH2:17][CH2:16][NH:15]3)[cH:22][cH:23][c:24]1[O:25][CH3:26].